This data is from the Open Reaction Database (ORD), a public repository of structured organic reaction records. The task is: describe an organic reaction: reactants, conditions, products, and yield The reactants are C(C)OC1=C(O[C@H]2CN(CCC2)C2=NC=C(C=N2)C(=O)O)C=CC=C1 ((R)-2-(3-(2-ethoxyphenoxy)piperidin-1-yl)pyrimidine-5-carboxylic acid), C(C)(C)N(C(C)C)CC (N,N-Diisopropylethylamine), Cl.NCC=1C=C(C(=O)OC)C=CC1 (Methyl 3-(aminomethyl)benzoate hydrochloride), [OH-].[K+] (potassium hydroxide), C(=O)(N1C=NC=C1)N1C=NC=C1 (1,1′-Carbonyldiimidazole). Run in O1CCCC1 (tetrahydrofuran). Run at temperature 45.5 celsius, time 3 hour. Yields the product C(C)OC1=C(O[C@H]2CN(CCC2)C2=NC=C(C=N2)C(=O)NCC=2C=C(C(=O)O)C=CC2)C=CC=C1 ((R)-3-((2-(3-(2-ethoxyphenoxy)piperidin-1-yl)pyrimidine-5-carboxamido)methyl)benzoic acid). The yield is 79.7%. Reaction SMILES: C(N(CC)C(C)C)(C)C.[CH2:10]([O:12][C:13]1[CH:34]=[CH:33][CH:32]=[CH:31][C:14]=1[O:15][C@@H:16]1[CH2:21][CH2:20][CH2:19][N:18]([C:22]2[N:27]=[CH:26][C:25]([C:28](O)=[O:29])=[CH:24][N:23]=2)[CH2:17]1)[CH3:11].C(N1C=CN=C1)(N1C=CN=C1)=O.Cl.[NH2:48][CH2:49][C:50]1[CH:51]=[C:52]([CH:57]=[CH:58][CH:59]=1)[C:53]([O:55]C)=[O:54].[OH-].[K+]>O1CCCC1>[CH2:10]([O:12][C:13]1[CH:34]=[CH:33][CH:32]=[CH:31][C:14]=1[O:15][C@@H:16]1[CH2:21][CH2:20][CH2:19][N:18]([C:22]2[N:27]=[CH:26][C:25]([C:28]([NH:48][CH2:49][C:50]3[CH:51]=[C:52]([CH:57]=[CH:58][CH:59]=3)[C:53]([OH:55])=[O:54])=[O:29])=[CH:24][N:23]=2)[CH2:17]1)[CH3:11] |f:3.4,5.6|. Reported procedure: N,N-Diisopropylethylamine (2.32 kg, 17.9 mol) was added via dropping funnel to a mixture of (R)-2-(3-(2-ethoxyphenoxy)piperidin-1-yl)pyrimidine-5-carboxylic acid (2.05 kg, 5.98 mol) and tetrahydrofuran (19.5 L) at 20-25° C. 1,1′-Carbonyldiimidazole (0.94 kg, 5.8 mol) was then added portion-wise, rinsing with tetrahydrofuran (1.03 L), and the mixture was heated to 43-48° C. to dissolve the solids. Methyl 3-(aminomethyl)benzoate hydrochloride (1.39 kg, 6.88 mol) was added, and the reaction mixture... Reactants: NC1=CC=CC=C1 (aniline), Cl (hydrochloric acid), COC(C1=C(C=C(C=C1OC)CC(=CN1CCOCC1)C#N)OC)=O (4-(2-cyano-3-morpholinoallyl)-2,6-dimethoxybenzoic acid methyl ester). Solvent: C(C)(C)O (isopropanol). Conditions: time 30 minute. Product: COC(C1=C(C=C(C=C1OC)CC(=CNC1=CC=CC=C1)C#N)OC)=O (4-(3-anilino-2-cyanoallyl)-2,6-dimethoxybenzoic acid methyl ester). As a reaction SMILES: [NH2:1][C:2]1[CH:7]=[CH:6][CH:5]=[CH:4][CH:3]=1.Cl.[CH3:9][O:10][C:11](=[O:33])[C:12]1[C:17]([O:18][CH3:19])=[CH:16][C:15]([CH2:20][C:21]([C:29]#N)=[CH:22][N:23]2CCOCC2)=[CH:14][C:13]=1[O:31][CH3:32]>C(O)(C)C>[CH3:9][O:10][C:11](=[O:33])[C:12]1[C:17]([O:18][CH3:19])=[CH:16][C:15]([CH2:20][C:21]([C:22]#[N:23])=[CH:29][NH:1][C:2]2[CH:7]=[CH:6][CH:5]=[CH:4][CH:3]=2)=[CH:14][C:13]=1[O:31][CH3:32]. Reported procedure: 8.6 G. of aniline were treated under cooling with 7.6 ml. of concentrated hydrochloric acid. Subsequently, 32 g. of 4-(2-cyano-3-morpholinoallyl)-2,6-dimethoxybenzoic acid methyl ester and 100 ml. of isopropanol were added. The suspension was heated at reflux with stirring for 30 minutes. About 1/3 to half of the solvent was evaporated and 20 ml. of water added. The resulting crystalline product was removed by filtration under vacuum, washed with a little cold methanol and dried. Recrystallizati... The reactants are FC1=C(C=CC=C1)C(C#N)CC (rac-2-(2-fluoro-phenyl)-butyronitrile), C(CN)N (ethylene diamine). Product: FC1=C(C=CC=C1)C(CC)C=1NCCN1 (rac-2-[1-(2-Fluoro-phenyl)-propyl]-4,5-dihydro-1H-imidazole). As a reaction SMILES: [F:1][C:2]1[CH:7]=[CH:6][CH:5]=[CH:4][C:3]=1[CH:8]([CH2:11][CH3:12])[C:9]#[N:10].[CH2:13](N)[CH2:14][NH2:15]>>[F:1][C:2]1[CH:7]=[CH:6][CH:5]=[CH:4][C:3]=1[CH:8]([C:9]1[NH:15][CH2:14][CH2:13][N:10]=1)[CH2:11][CH3:12]. Reported procedure: rac-2-[1-(2-Fluoro-phenyl)-propyl]-4,5-dihydro-1H-imidazole was prepared from rac-2-(2-fluoro-phenyl)-butyronitrile and ethylene diamine in analogy to Example 19 b): light yellow powder; MS (ISP): 207.0 ((M+H)+.). Starting materials: O (water), C1(=CC=CC=C1)CO (Phenylmethanol), [H-].[Na+] (sodium hydride), ClC=1N=NC(=CC1Cl)Cl (3,4,6-trichloropyridazine). The solvent is O1CCCC1 (tetrahydrofuran). Reaction conditions: time 1 hour. Yields the product C(C1=CC=CC=C1)OC=1N=NC(=CC1OCC1=CC=CC=C1)Cl (3,4-bis(benzyloxy)-6-chloropyridazine). Yield: 39.4%. As a reaction SMILES: [C:1]1([CH2:7][OH:8])[CH:6]=[CH:5][CH:4]=[CH:3][CH:2]=1.[H-].[Na+].[Cl:11][C:12]1[N:13]=[N:14][C:15](Cl)=[CH:16][C:17]=1Cl.[OH2:20]>O1CCCC1>[CH2:7]([O:8][C:15]1[N:14]=[N:13][C:12]([Cl:11])=[CH:17][C:16]=1[O:20][CH2:7][C:1]1[CH:6]=[CH:5][CH:4]=[CH:3][CH:2]=1)[C:1]1[CH:6]=[CH:5][CH:4]=[CH:3][CH:2]=1 |f:1.2|. Procedure: Phenylmethanol (6.72 g, 62.2 mmol) was added dropwise to a suspension of sodium hydride (60% suspension in mineral oil; 2.486 g, 62.2 mmol) in tetrahydrofuran (total volume: 100 ml) at room temperature. The resulting mixture was stirred for 1 hour and then cooled to 0° C. before 3,4,6-trichloropyridazine (5.7 g, 31.1 mmol) was added portionwise over 10 minutes. The reaction was then allowed to warm to room temperature and stirred for 16 hours before being poured into water and extracted with eth... The reactants are CC(=O)O, COC(=O)C1Cc2cccc(F)c2C1. Yields the product O=C(O)C1Cc2cccc(F)c2C1. RXN SMILES: [C:15]([OH:16])(=[O:17])[CH3:18].[CH3:1][O:2][C:3](=[O:4])[CH:5]1[CH2:6][c:7]2[cH:8][cH:9][cH:10][c:11]([F:14])[c:12]2[CH2:13]1>>[O:2]=[C:3]([OH:4])[CH:5]1[CH2:6][c:7]2[cH:8][cH:9][cH:10][c:11]([F:14])[c:12]2[CH2:13]1.